From a dataset of the Open Reaction Database (ORD), a public repository of structured organic reaction records. describe an organic reaction: reactants, conditions, products, and yield Starting materials: C1CCOC1, Cc1cn[nH]c1, CNc1nccc(-c2cccnc2Oc2ccc(Nc3nnc(Cl)c4ccccc34)cc2)n1, [H-], [Na+], O. The product is CNc1nccc(-c2cccnc2Oc2ccc(Nc3nnc(-n4cc(C)cn4)c4ccccc34)cc2)n1. Reaction SMILES: [CH2:7]1[O:8][CH2:9][CH2:10][CH2:11]1.[CH3:1][c:2]1[cH:3][n:4][nH:5][cH:6]1.[Cl:14][c:15]1[n:16][n:17][c:18]([NH:25][c:26]2[cH:27][cH:28][c:29]([O:32][c:33]3[n:34][cH:35][cH:36][cH:37][c:38]3-[c:39]3[n:40][c:41]([NH:45][CH3:46])[n:42][cH:43][cH:44]3)[cH:30][cH:31]2)[c:19]2[cH:20][cH:21][cH:22][cH:23][c:24]12.[H-:12].[Na+:13].[OH2:47]>>[CH3:1][c:2]1[cH:3][n:4][n:5](-[c:15]2[n:16][n:17][c:18]([NH:25][c:26]3[cH:27][cH:28][c:29]([O:32][c:33]4[n:34][cH:35][cH:36][cH:37][c:38]4-[c:39]4[n:40][c:41]([NH:45][CH3:46])[n:42][cH:43][cH:44]4)[cH:30][cH:31]3)[c:19]3[cH:20][cH:21][cH:22][cH:23][c:24]23)[cH:6]1.